This data is from the Open Reaction Database (ORD), a public repository of structured organic reaction records. The task is: describe an organic reaction: reactants, conditions, products, and yield The reactants are C(#CCCCCCCCC)C1=CC=C(C=O)C=C1 (4-dec-1-ynylbenzaldehyde), C(C)(=O)O.NCC1=CC=C(OCC(=O)OC)C=C1 (methyl [4-(aminomethyl)phenoxy]acetate, acetate salt), CCN(C(C)C)C(C)C (DIEA). Reported procedure: The title compound was prepared following the procedure A using 4-dec-1-ynylbenzaldehyde, methyl [4-(aminomethyl)phenoxy]acetate, acetate salt and DIEA (1 eq.) (purification by flash chromatography on SiO2, DCM/MeOH 95:5) as a pale yellow oil (63%). M+ (ESI): 422.2. HPLC, Rt: 4.3 min (purity: 96.4%). 1H NMR (CDCl3) δ: 7.37 (d, J=8.3 Hz, 2H), 7.28 (m, 4H), 6.88 (d, J=8.6 Hz, 2H), 4.63 (s, 2H), 3.78 (m, 7H), 2.40 (t, J=7.0 Hz, 2H), 1.61 (m, 2H), 1.44 (m, 2H), 1.30 (brs, 8H), 0.90 (t, J=6.8 Hz, 3H)... Yields the product C(#CCCCCCCCC)C1=CC=C(CNCC2=CC=C(OCC(=O)OC)C=C2)C=C1 (methyl (4-{[(4-dec-1-ynylbenzyl)amino]methyl}phenoxy)acetate). RXN SMILES: [C:1]([C:11]1[CH:18]=[CH:17][C:14]([CH:15]=O)=[CH:13][CH:12]=1)#[C:2][CH2:3][CH2:4][CH2:5][CH2:6][CH2:7][CH2:8][CH2:9][CH3:10].C(O)(=O)C.[NH2:23][CH2:24][C:25]1[CH:36]=[CH:35][C:28]([O:29][CH2:30][C:31]([O:33][CH3:34])=[O:32])=[CH:27][CH:26]=1.CCN(C(C)C)C(C)C>>[C:1]([C:11]1[CH:18]=[CH:17][C:14]([CH2:15][NH:23][CH2:24][C:25]2[CH:36]=[CH:35][C:28]([O:29][CH2:30][C:31]([O:33][CH3:34])=[O:32])=[CH:27][CH:26]=2)=[CH:13][CH:12]=1)#[C:2][CH2:3][CH2:4][CH2:5][CH2:6][CH2:7][CH2:8][CH2:9][CH3:10] |f:1.2|.